Dataset: the Open Reaction Database (ORD), a public repository of structured organic reaction records. Task: describe an organic reaction: reactants, conditions, products, and yield The reactants are ClC=1SC(=C(N1)Cl)CO ((2,4-dichloro-1,3-thiazol-5-yl)methanol), P(Br)(Br)Br (phosphorus tribromide). Solvent: ClCCl (dichloromethane). Conditions: time 3 hour. Yields the product BrCC1=C(N=C(S1)Cl)Cl (5-(bromomethyl)-2,4-dichloro-1,3-thiazole). RXN SMILES: [Cl:1][C:2]1[S:3][C:4]([CH2:8]O)=[C:5]([Cl:7])[N:6]=1.P(Br)(Br)[Br:11]>ClCCl>[Br:11][CH2:8][C:4]1[S:3][C:2]([Cl:1])=[N:6][C:5]=1[Cl:7]. Reported procedure: To a solution of (2,4-dichloro-1,3-thiazol-5-yl)methanol (850 mg, 4.6 mmol) in anhydrous dichloromethane (40 mL) was added dropwise phosphorus tribromide (850 μL, 9.2 mmol). The mixture was stirred at room temperature for 3 hours. The solvent was evaporated. The residue was dried in vacuo, affording 5-(bromomethyl)-2,4-dichloro-1,3-thiazole. The product was used without further purification.